Dataset: the Open Reaction Database (ORD), a public repository of structured organic reaction records. Task: describe an organic reaction: reactants, conditions, products, and yield The solvent is C1CCOC1 (THF), C1CCOC1 (THF). Product: C(C)OC(COC=1C(=C(NC2=C(C=C(C=C2)I)F)C(=C(C1)F)F)[N+](=O)[O-])OCC (3-(2,2-diethoxyethoxy)-5,6-difluoro-N-(2-fluoro-4-iodophenyl)-2-nitroaniline). RXN SMILES: [CH2:1]([O:3][CH:4]([O:7][CH2:8][CH3:9])[CH2:5][OH:6])[CH3:2].[H-].[Na+].[F:12][C:13]1[C:27]([F:28])=[CH:26][C:25](F)=[C:24]([N+:30]([O-:32])=[O:31])[C:14]=1[NH:15][C:16]1[CH:21]=[CH:20][C:19]([I:22])=[CH:18][C:17]=1[F:23].O>C1COCC1>[CH2:1]([O:3][CH:4]([O:7][CH2:8][CH3:9])[CH2:5][O:6][C:25]1[C:24]([N+:30]([O-:32])=[O:31])=[C:14]([C:13]([F:12])=[C:27]([F:28])[CH:26]=1)[NH:15][C:16]1[CH:21]=[CH:20][C:19]([I:22])=[CH:18][C:17]=1[F:23])[CH3:2] |f:1.2|. Starting materials: [H-].[Na+] (sodium hydride), FC1=C(NC2=C(C=C(C=C2)I)F)C(=C(C=C1F)F)[N+](=O)[O-] (2,3,5-trifluoro-N-(2-fluoro-4-iodophenyl)-6-nitroaniline), C(C)OC(CO)OCC (2,2-diethoxyethanol), FC1=C(NC2=C(C=C(C=C2)I)F)C(=C(C=C1F)F)[N+](=O)[O-] (2,3,5-trifluoro-N-(2-fluoro-4-iodophenyl)-6-nitroaniline), O (water). Yield: 54.3%. Run at temperature 2.5 celsius, time 1.5 hour. Procedure details: For large scale synthesis, 2,2-diethoxyethanol was added dropwise into a suspension of 60% sodium hydride in 5 L of THF at 1-2° C. over 30 minutes and then stirred at 0-5° C. for 1.5 hours. A solution of 750 g of 2,3,5-trifluoro-N-(2-fluoro-4-iodophenyl)-6-nitroaniline in 2.25 L of THF was then added dropwise into the above suspension at 0-5° C. After the addition, the purple solution was stirred at room temperature for 2 days and 17 hours. HPLC analysis showed 4.1% remaining of 2,3,5-trifluoro-... Reactants: CCOC(=O)Cc1c(Cl)ccc2ccc(CN(CCF)C(=O)OC(C)(C)C)cc12, CO, Cl, [Na+], C1COCCO1, [OH-], O. Product: CC(C)(C)OC(=O)N(CCF)Cc1ccc2ccc(Cl)c(CC(=O)O)c2c1. RXN SMILES: [CH2:3]([CH3:4])[O:5][C:6]([CH2:7][c:8]1[c:9]([Cl:30])[cH:10][cH:11][c:12]2[cH:13][cH:14][c:15]([CH2:18][N:19]([CH2:20][CH2:21][F:22])[C:23](=[O:24])[O:25][C:26]([CH3:27])([CH3:28])[CH3:29])[cH:16][c:17]12)=[O:31].[CH3:32][OH:33].[ClH:34].[Na+:2].[O:35]1[CH2:36][CH2:37][O:38][CH2:39][CH2:40]1.[OH-:1].[OH2:41]>>[O:5]=[C:6]([CH2:7][c:8]1[c:9]([Cl:30])[cH:10][cH:11][c:12]2[cH:13][cH:14][c:15]([CH2:18][N:19]([CH2:20][CH2:21][F:22])[C:23](=[O:24])[O:25][C:26]([CH3:27])([CH3:28])[CH3:29])[cH:16][c:17]12)[OH:31]. The reactants are CCOC(=O)CCNC(=O)CCN, CN1CCOCC1, CCOC(C)=O, Cl, Cc1nc(NC(=N)N)sc1C(=O)O, CN(C)C=O. Product: CCOC(=O)CCNC(=O)CCNC(=O)c1sc(NC(=N)N)nc1C. Reaction SMILES: [CH2:15]([CH3:16])[O:17][C:18]([CH2:19][CH2:20][NH:21][C:22]([CH2:23][CH2:24][NH2:25])=[O:26])=[O:27].[CH3:33][N:34]1[CH2:35][CH2:36][O:37][CH2:38][CH2:39]1.[CH3:40][CH2:41][O:42][C:43](=[O:44])[CH3:45].[ClH:14].[NH:1]([C:2](=[NH:3])[NH2:4])[c:5]1[s:6][c:7]([C:11](=[O:12])[OH:13])[c:8]([CH3:10])[n:9]1.[O:28]=[CH:29][N:30]([CH3:31])[CH3:32]>>[NH:1]([C:2](=[NH:3])[NH2:4])[c:5]1[s:6][c:7]([C:11](=[O:13])[NH:25][CH2:24][CH2:23][C:22]([NH:21][CH2:20][CH2:19][C:18]([O:17][CH2:15][CH3:16])=[O:27])=[O:26])[c:8]([CH3:10])[n:9]1. The reactants are [Br-], CCCC[N+](CCCC)(CCCC)CCCC, C#CCO, CCCCCBr, CCCCCC, [Na+], [OH-], O. Yields the product C#CCOCCCCC. As a reaction SMILES: [Br-:14].[CH2:15]([N+:16]([CH2:17][CH2:18][CH2:19][CH3:20])([CH2:21][CH2:22][CH2:23][CH3:24])[CH2:25][CH2:26][CH2:27][CH3:28])[CH2:29][CH2:30][CH3:31].[CH2:4]([C:5]#[CH:6])[OH:7].[CH2:8]([CH2:9][CH2:10][CH2:11][CH3:12])[Br:13].[CH3:32][CH2:33][CH2:34][CH2:35][CH2:36][CH3:37].[Na+:2].[OH-:1].[OH2:3]>>[CH2:4]([C:5]#[CH:6])[O:7][CH2:8][CH2:9][CH2:10][CH2:11][CH3:12].